This data is from the Open Reaction Database (ORD), a public repository of structured organic reaction records. The task is: describe an organic reaction: reactants, conditions, products, and yield Reactants: CNc1ncc(Cl)cc1[N+](=O)[O-], [H-], [Na+], CN(C)C=O, O, Cc1ccc(S(=O)(=O)Cl)cc1. The product is Cc1ccc(S(=O)(=O)N(C)c2ncc(Cl)cc2[N+](=O)[O-])cc1. RXN SMILES: [Cl:3][c:4]1[cH:5][c:6]([N+:12](=[O:13])[O-:14])[c:7]([NH:10][CH3:11])[n:8][cH:9]1.[H-:1].[Na+:2].[O:27]=[CH:28][N:29]([CH3:30])[CH3:31].[OH2:26].[c:15]1([CH3:25])[cH:16][cH:17][c:18]([S:21](=[O:22])(=[O:23])[Cl:24])[cH:19][cH:20]1>>[Cl:3][c:4]1[cH:5][c:6]([N+:12](=[O:13])[O-:14])[c:7]([N:10]([CH3:11])[S:21]([c:18]2[cH:17][cH:16][c:15]([CH3:25])[cH:20][cH:19]2)(=[O:22])=[O:23])[n:8][cH:9]1. Reactants: CC(=O)[O-], CC(=O)[O-], COC(=O)c1cc(B(O)O)cc([N+](=O)[O-])c1, CI, [K+], [K+], [K+], C1CCOC1, O, O=P([O-])([O-])[O-], [Pd+2]. The product is COC(=O)c1cc(C)cc([N+](=O)[O-])c1. RXN SMILES: [C:33]([O-:34])(=[O:35])[CH3:36].[C:38]([O-:39])(=[O:40])[CH3:41].[CH3:1][O:2][C:3](=[O:4])[c:5]1[cH:6][c:7]([B:14]([OH:15])[OH:16])[cH:8][c:9]([N+:11](=[O:12])[O-:13])[cH:10]1.[CH3:25][I:26].[K+:22].[K+:23].[K+:24].[O:27]1[CH2:28][CH2:29][CH2:30][CH2:31]1.[OH2:32].[P:17]([O-:18])([O-:19])([O-:20])=[O:21].[Pd+2:37]>>[CH3:1][O:2][C:3](=[O:4])[c:5]1[cH:6][c:7]([CH3:25])[cH:8][c:9]([N+:11](=[O:12])[O-:13])[cH:10]1. Starting materials: CC(C)(C)c1cccc(O)c1, CC(=O)O, O=C(CCl)NCO, [Na+], O=C([O-])O, O=S(=O)(O)O. The product is CC(C)(C)c1ccc(CNC(=O)CCl)c(O)c1. As a reaction SMILES: [C:1]([CH3:2])([CH3:3])([CH3:4])[c:5]1[cH:6][c:7]([OH:11])[cH:8][cH:9][cH:10]1.[CH3:29][C:30](=[O:31])[OH:32].[Cl:12][CH2:13][C:14](=[O:15])[NH:16][CH2:17][OH:18].[Na+:28].[O-:24][C:25]([OH:26])=[O:27].[S:19](=[O:20])(=[O:21])([OH:22])[OH:23]>>[C:1]([CH3:2])([CH3:3])([CH3:4])[c:5]1[cH:6][c:7]([OH:11])[c:8]([CH2:17][NH:16][C:14]([CH2:13][Cl:12])=[O:15])[cH:9][cH:10]1. Starting materials: NC=1SC(=CC1C(=O)N)C1=C(C=C(C=C1F)C(C)(C)O)F (2-amino-5-[2,6-difluoro-4-(1-hydroxy-1-methylethyl)phenyl]thiophene-3-carboxamide), ClC1=CC=C(C(=N1)F)CN1CCS(CC1)(=O)=O (4-[(6-chloro-2-fluoropyridin-3-yl)methyl]thiomorpholine 1,1-dioxide). Yields the product FC1=C(C(=CC(=C1)C(C)(C)O)F)C1=CC(=C(S1)NC1=NC(=C(C=C1)CN1CCS(CC1)(=O)=O)F)C(=O)N (5-[2,6-Difluoro-4-(1-hydroxy-1-methylethyl)phenyl]-2-({5-[(1,1-dioxidothiomorpholin-4-yl)methyl]-6-fluoropyridin-2-yl}amino)thiophene-3-carboxamide). As a reaction SMILES: [NH2:1][C:2]1[S:3][C:4]([C:10]2[C:15]([F:16])=[CH:14][C:13]([C:17]([OH:20])([CH3:19])[CH3:18])=[CH:12][C:11]=2[F:21])=[CH:5][C:6]=1[C:7]([NH2:9])=[O:8].Cl[C:23]1[N:28]=[C:27]([F:29])[C:26]([CH2:30][N:31]2[CH2:36][CH2:35][S:34](=[O:38])(=[O:37])[CH2:33][CH2:32]2)=[CH:25][CH:24]=1>>[F:16][C:15]1[CH:14]=[C:13]([C:17]([OH:20])([CH3:18])[CH3:19])[CH:12]=[C:11]([F:21])[C:10]=1[C:4]1[S:3][C:2]([NH:1][C:23]2[CH:24]=[CH:25][C:26]([CH2:30][N:31]3[CH2:32][CH2:33][S:34](=[O:38])(=[O:37])[CH2:35][CH2:36]3)=[C:27]([F:29])[N:28]=2)=[C:6]([C:7]([NH2:9])=[O:8])[CH:5]=1. Procedure: The title compound was prepared as described in Example 1 using 2-amino-5-[2,6-difluoro-4-(1-hydroxy-1-methylethyl)phenyl]thiophene-3-carboxamide (25 mg, 0.08 mmol) and 4-[(6-chloro-2-fluoropyridin-3-yl)methyl]thiomorpholine 1,1-dioxide (22 mg, 0.08 mmol) as starting materials. The reactants are [BH4-], CCO, CCOC(=O)C1(N)CCc2ccccc21, [Na+], O. Product: NC1(CO)CCc2ccccc21. As a reaction SMILES: [BH4-:16].[CH2:18]([OH:19])[CH3:20].[NH2:1][C:2]1([C:11](=[O:12])[O:13][CH2:14][CH3:15])[CH2:3][CH2:4][c:5]2[cH:6][cH:7][cH:8][cH:9][c:10]21.[Na+:17].[OH2:21]>>[NH2:1][C:2]1([CH2:11][OH:12])[CH2:3][CH2:4][c:5]2[cH:6][cH:7][cH:8][cH:9][c:10]21.